The task is: describe an organic reaction: reactants, conditions, products, and yield. This data is from the Open Reaction Database (ORD), a public repository of structured organic reaction records. Starting materials: C(C)(C)(C)OC(=O)N1CC(C(C1)OC)N1C(=NN=C1)C1=NC=C(C=C1NS(=O)(=O)C1=CC(=C(C=C1)Cl)C(F)(F)F)Cl (3-{3-[5-chloro-3-(4-chloro-3-trifluoromethyl-benzenesulfonylamino)-pyridin-2-yl]-[1,2,4]triazol-4-yl}-4-methoxy-pyrrolidine-1-carboxylic acid tert-butyl ester), C(=O)(C(F)(F)F)O.C(Cl)Cl (TFA CH2Cl2). Conditions: time 2 hour. Product: ClC1=C(C=C(C=C1)S(=O)(=O)NC=1C(=NC=C(C1)Cl)C1=NN=CN1C1CNCC1OC)C(F)(F)F (4-chloro-N-{5-chloro-2-[4-(4-methoxy-pyrrolidin-3-yl)-4H-[1,2,4]triazol-3-yl]-pyridin-3-yl}-3-trifluoromethyl-benzenesulfonamide). RXN SMILES: C(OC([N:8]1[CH2:12][CH:11]([O:13][CH3:14])[CH:10]([N:15]2[CH:19]=[N:18][N:17]=[C:16]2[C:20]2[C:25]([NH:26][S:27]([C:30]3[CH:35]=[CH:34][C:33]([Cl:36])=[C:32]([C:37]([F:40])([F:39])[F:38])[CH:31]=3)(=[O:29])=[O:28])=[CH:24][C:23]([Cl:41])=[CH:22][N:21]=2)[CH2:9]1)=O)(C)(C)C.C(O)(C(F)(F)F)=O.C(Cl)Cl>>[Cl:36][C:33]1[CH:34]=[CH:35][C:30]([S:27]([NH:26][C:25]2[C:20]([C:16]3[N:15]([CH:10]4[CH:11]([O:13][CH3:14])[CH2:12][NH:8][CH2:9]4)[CH:19]=[N:18][N:17]=3)=[N:21][CH:22]=[C:23]([Cl:41])[CH:24]=2)(=[O:29])=[O:28])=[CH:31][C:32]=1[C:37]([F:39])([F:40])[F:38] |f:1.2|. Procedure details: To 3-{3-[5-chloro-3-(4-chloro-3-trifluoromethyl-benzenesulfonylamino)-pyridin-2-yl]-[1,2,4]triazol-4-yl}-4-methoxy-pyrrolidine-1-carboxylic acid tert-butyl ester (71 mg, 0.11 mmol) was added 1:1 mixture of TFA-CH2Cl2 (2 mL) at room temperature and stirred for 2 h. Solvents were evaporated, 1:1 mixture of CH3CN—H2O (5 mL) and lyophilized to obtain 4-chloro-N-{5-chloro-2-[4-(4-methoxy-pyrrolidin-3-yl)-4H-[1,2,4]triazol-3-yl]-pyridin-3-yl}-3-trifluoromethyl-benzenesulfonamide as a white solid in qu... Starting materials: Cl.Cl.NC1=CSC=C1N (3,4-diaminothiophene dihydrochloride), C(C)N(C(C)C)C(C)C (N-ethyl-N,N-diisopropylamine), CC=1C(=CSC1)N=C=S (4-methyl-3-thienyl isothiocyanate). Solvent: O1CCCC1 (tetrahydrofuran). Conditions: time 30 minute. Product: NC1=CSC=C1NC(=S)NC1=CSC=C1C (N-(3-amino-4-thienyl)-N′-(4-methyl-3-thienyl)thiourea). As a reaction SMILES: Cl.Cl.[NH2:3][C:4]1[C:8]([NH2:9])=[CH:7][S:6][CH:5]=1.C(N(C(C)C)C(C)C)C.[CH3:19][C:20]1[C:21]([N:25]=[C:26]=[S:27])=[CH:22][S:23][CH:24]=1>O1CCCC1>[NH2:3][C:4]1[C:8]([NH:9][C:26]([NH:25][C:21]2[C:20]([CH3:19])=[CH:24][S:23][CH:22]=2)=[S:27])=[CH:7][S:6][CH:5]=1 |f:0.1.2|. Procedure details: A mixture of 1.87 g of 3,4-diaminothiophene dihydrochloride, 60 ml of anhydrous tetrahydrofuran (THF) and 2.58 g of N-ethyl-N,N-diisopropylamine was stirred at room temperature for 30 minutes and then admixed with 1.5 g of 4-methyl-3-thienyl isothiocyanate. After stirring over approx. 18 hours, the solvent was distilled off, the residue admixed with water and extracted repeatedly with ethyl acetate. After the combined organic phases had been treated with activated carbon, they were dried over so...